Dataset: the Open Reaction Database (ORD), a public repository of structured organic reaction records. Task: describe an organic reaction: reactants, conditions, products, and yield Reactants: COC(=O)C1=CC=C2C=CNC2=C1 (1H-indole-6-carboxylic acid methyl ester), C1(CCCCC1)CBr (cyclohexylmethyl bromide), [H-].[Na+] (sodium hydride). Run in O (water), C(C)(=O)OCC (ethyl acetate), CN(C)C=O (DMF). Conditions: time 3 hour. The product is COC(=O)C1=CC=C2C=CN(C2=C1)CC1CCCCC1 (1-cyclohexylmethyl-1H-indole-6-carboxylic acid methyl ester). Yield: 73.7%. RXN SMILES: [CH3:1][O:2][C:3]([C:5]1[CH:13]=[C:12]2[C:8]([CH:9]=[CH:10][NH:11]2)=[CH:7][CH:6]=1)=[O:4].[CH:14]1([CH2:20]Br)[CH2:19][CH2:18][CH2:17][CH2:16][CH2:15]1.[H-].[Na+]>CN(C=O)C.O.C(OCC)(=O)C>[CH3:1][O:2][C:3]([C:5]1[CH:13]=[C:12]2[C:8]([CH:9]=[CH:10][N:11]2[CH2:20][CH:14]2[CH2:19][CH2:18][CH2:17][CH2:16][CH2:15]2)=[CH:7][CH:6]=1)=[O:4] |f:2.3|. Reported procedure: To a solution of commercially available 1H-indole-6-carboxylic acid methyl ester (0.35 g, 2.0 mmol) and cyclohexylmethyl bromide (0.31 mL, 2.2 mmol) in DMF (2 mL) was added sodium hydride (92 mg, 2.3 mmol). After stirring at room temperature for 3 hr, the solution was diluted with water (25 mL) and ethyl acetate (75 mL), the organic layer was washed again with dilute NaHCO3 (25 mL) and then brine (25 mL). The organic layer was dried over Na2SO4, filtered and concentrated. The remaining residue w... Reaction SMILES: [Cl:1][C:2]1[NH:7][C:6](=[O:8])[NH:5][C:4](=[O:9])[CH:3]=1.Br[CH2:11][C:12]1[CH:17]=[CH:16][C:15]([C:18]2[C:19]([C:24]#[N:25])=[CH:20][CH:21]=[CH:22][CH:23]=2)=[CH:14][CH:13]=1.C(=O)([O-])[O-].[K+].[K+].[OH-].[Na+]>C1(C)C=CC=CC=1.CS(C)=O>[Cl:1][C:2]1[N:7]([CH2:11][C:12]2[CH:13]=[CH:14][C:15]([C:18]3[C:19]([C:24]#[N:25])=[CH:20][CH:21]=[CH:22][CH:23]=3)=[CH:16][CH:17]=2)[C:6](=[O:8])[NH:5][C:4](=[O:9])[CH:3]=1 |f:2.3.4,5.6|. Conditions: temperature 65 celsius, time 2 hour. Reactants: ClC1=CC(NC(N1)=O)=O (6-chloropyrimidine-2,4(1H,3H)-dione), BrCC1=CC=C(C=C1)C=1C(=CC=CC1)C#N (4′-(bromomethyl)biphenyl-2-carbonitrile), C([O-])([O-])=O.[K+].[K+] (potassium carbonate), [OH-].[Na+] (sodium hydroxide). Procedure details: A mixture of 6-chloropyrimidine-2,4(1H,3H)-dione (10 g), 4′-(bromomethyl)biphenyl-2-carbonitrile (4.71 g), potassium carbonate (27.8 g) and dimethyl sulfoxide (100 mL) was stirred at 65° C. for 2 hr. To the reaction mixture were added 1N aqueous sodium hydroxide solution (70 mL) and toluene (50 mL), and the mixture was cooled to 0° C. The precipitated solid was recrystallized from methanol to give the title compound as colorless crystals (3.3 g, 14%). Solvent: CS(=O)C (dimethyl sulfoxide), C1(=CC=CC=C1)C (toluene). Isolated yield 56.5%. The product is ClC1=CC(NC(N1CC1=CC=C(C=C1)C=1C(=CC=CC1)C#N)=O)=O (4′-[(6-chloro-2,4-dioxo-3,4-dihydropyrimidin-1(2H)-yl)methyl]biphenyl-2-carbonitrile). Reactants: OC1=C2CNC(C2=CC=C1)=O (4-hydroxy-2,3-dihydro-1H-isoindol-1-one), BrCC(=O)OC (methyl bromoacetate). Solvent: CN(C)C=O (DMF). Run at time 2 hour. The product is C1(NCC2=CC=CC=C12)=O (2,3-dihydro-1H-isoindol-1-one). The yield is 63.0%. Reaction SMILES: O[C:2]1[CH:10]=[CH:9][CH:8]=[C:7]2[C:3]=1[CH2:4][NH:5][C:6]2=[O:11].BrCC(OC)=O>CN(C=O)C>[C:6]1(=[O:11])[C:7]2[C:3](=[CH:2][CH:10]=[CH:9][CH:8]=2)[CH2:4][NH:5]1. Procedure details: To a solution of 4-hydroxy 2,3-dihydro-1H-isoindol-1-one (27) (0.250 gm, 1.67 mmol) in DMF (5 ml) K2CO3 and was added, followed by addition of methyl bromoacetate, and the reaction mixture was stirred at room temperature for 2 hr. Then the reaction mixture was then poured on ice and extracted with ethyl acetate (2×15 ml). After the standard workup, the residue was dissolved in methanol (3 ml), and treated with NaOH (5 ml, 1N) at 0° C. and then stirred for and additional hour. After the standard ... Starting materials: CCOCC (ether), Cl (HCl), CCOCC (ether), COC1=CC(=C(C=C1)C=1C=C2[C@H]3[C@H](CN4C2=C(C1)CCC4)CN(C3)C(=O)OC(C)(C)C)C(F)(F)F ((±)-trans-tert-butyl 2-[4-methoxy-2-(trifluoromethyl)phenyl]-5,6,8a,9,11,11a-hexahydro-4H-pyrido[3,2,1-ij]pyrrolo[3,4-c]quinoline-10(8H)-carboxylate), FC(C(=O)O)(F)F (trifluoroacetic acid), residue. Run in C(Cl)Cl (methylene chloride), C(C)O (ethanol). Reaction conditions: time 2 hour. Yields the product Cl.Cl.COC1=CC(=C(C=C1)C=1C=C2[C@H]3[C@H](CN4C2=C(C1)CCC4)CNC3)C(F)(F)F ((±)-trans-2-[4-methoxy-2-(trifluoromethyl)phenyl]-5,6,8,8a,9,10,11,11a-octahydro-4H-pyrido[3,2,1-ij]pyrrolo[3,4-c]quinoline, bis-hydrochloride salt). Isolated yield 57.0%. As a reaction SMILES: [CH3:1][O:2][C:3]1[CH:8]=[CH:7][C:6]([C:9]2[CH:10]=[C:11]3[C:16]4=[C:17]([CH2:19][CH2:20][CH2:21][N:15]4[CH2:14][C@@H:13]4[CH2:22][N:23](C(OC(C)(C)C)=O)[CH2:24][C@@H:12]34)[CH:18]=2)=[C:5]([C:32]([F:35])([F:34])[F:33])[CH:4]=1.FC(F)(F)C(O)=O.CCOCC.[ClH:48]>C(Cl)Cl.C(O)C>[ClH:48].[ClH:48].[CH3:1][O:2][C:3]1[CH:8]=[CH:7][C:6]([C:9]2[CH:10]=[C:11]3[C:16]4=[C:17]([CH2:19][CH2:20][CH2:21][N:15]4[CH2:14][C@@H:13]4[CH2:22][NH:23][CH2:24][C@@H:12]34)[CH:18]=2)=[C:5]([C:32]([F:35])([F:33])[F:34])[CH:4]=1 |f:6.7.8|. Reported procedure: To a solution of (±)-trans-tert-butyl 2-[4-methoxy-2-(trifluoromethyl)phenyl]-5,6,8a,9,11,11a-hexahydro-4H-pyrido[3,2,1-ij]pyrrolo[3,4-c]quinoline-10(8H)-carboxylate (160 mg, 0.33 mmol) in 5 mL of methylene chloride was added 1 mL of trifluoroacetic acid. The mixture was allowed to stir at ambient temperature for 2 h and then was concentrated in vacuo. The residue was purified by preparative HPLC (C18 reverse phase column, elution with a H2O/CH3CN gradient with 0.5% TFA). Product-containing frac... The reactants are Cl.C1(CCCCC1)NN (Cyclohexylhydrazine hydrochloride), C(Cl)Cl (DCM), ice, C1(CCCCC1)NN (cyclohexylhydrazine), C(CC(=O)C)(=O)OCC (ethyl acetoacetate), crude product. The solvent is CC(C)(C)OC (TBME), O (water), C(C)(=O)O (acetic acid). Reaction conditions: time 10 minute. Yields the product C1(CCCCC1)N1NC(=CC1=O)C (2-Cyclohexyl-5-methyl-1H-pyrazol-3(2H)-one). Reaction SMILES: Cl.[CH:2]1([NH:8][NH2:9])[CH2:7][CH2:6][CH2:5][CH2:4][CH2:3]1.C(Cl)Cl.C1(NN)CCCCC1.[C:21](OCC)(=[O:26])[CH2:22][C:23]([CH3:25])=O>O.CC(OC)(C)C.C(O)(=O)C>[CH:2]1([N:8]2[C:21](=[O:26])[CH:22]=[C:23]([CH3:25])[NH:9]2)[CH2:7][CH2:6][CH2:5][CH2:4][CH2:3]1 |f:0.1|. Procedure: Cyclohexylhydrazine hydrochloride (700 g, 4643 mmol) was added to a stirred solution of DCM (3000 ml) and ice cold 2M NaOH solution (1778 mL, 3556 mmol) and this was stirred for 10 minutes at RT. The phases were separated and the aqueous layer was washed with DCM (4×2000 ml). The combined organic extracts were dried over anhydrous sodium sulphate, filtered and concentrated under reduced pressure to give a yellow solid. The solid cyclohexylhydrazine (406 g, 3556 mmol) was dissolved in water (1300... The reactants are C(C)SC1=NC2=CN=CC=C2C(=C1C(=O)OCC)C (ethyl 2-(ethylthio)-4-methyl-1,7-naphthyridine-3-carboxylate), O[Li].O (LiOH.H2O). Solvent: O (water), C1CCOC1 (THF), CO (methanol). Run at temperature 75 celsius, time 5 hour. Product: C(C)SC1=NC2=CN=CC=C2C(=C1C(=O)O)C (2-(ethylthio)-4-methyl-1,7-naphthyridine-3-carboxylic acid). Isolated yield 41.0%. As a reaction SMILES: [CH2:1]([S:3][C:4]1[C:13]([C:14]([O:16]CC)=[O:15])=[C:12]([CH3:19])[C:11]2[C:6](=[CH:7][N:8]=[CH:9][CH:10]=2)[N:5]=1)[CH3:2].O[Li].O>C1COCC1.CO.O>[CH2:1]([S:3][C:4]1[C:13]([C:14]([OH:16])=[O:15])=[C:12]([CH3:19])[C:11]2[C:6](=[CH:7][N:8]=[CH:9][CH:10]=2)[N:5]=1)[CH3:2] |f:1.2|. Procedure: To a solution of ethyl 2-(ethylthio)-4-methyl-1,7-naphthyridine-3-carboxylate [synthesized according to the methods described for example 1, sections a-d] (2.30 g, 8.33 mmol, 1 eq) in a mixture of THF (30 ml) and methanol (15 ml) was added a solution of LiOH.H2O (3.50 g, 83.33 mmol, 10 eq) in water (7.5 ml) at RT. The resulting mixture was stirred at 75° C. for 5 h. Afterwards the solvents were evaporated and the residue was washed with EtOAc (80 ml). The aq. layer was acidified with a 4M aq. HC...